From a dataset of the Open Reaction Database (ORD), a public repository of structured organic reaction records. describe an organic reaction: reactants, conditions, products, and yield The reactants are Br, Br, FC(F)(F)c1ccc(Cl)nc1, [K+], [K+], O=C([O-])[O-], CN(C)C=O, Cc1cc(N2CCNCC2)cc(C)c1O. Yields the product Cc1cc(N2CCN(c3ccc(C(F)(F)F)cn3)CC2)cc(C)c1O. Reaction SMILES: [BrH:1].[BrH:2].[Cl:18][c:19]1[n:20][cH:21][c:22]([C:25]([F:26])([F:27])[F:28])[cH:23][cH:24]1.[K+:29].[K+:30].[O-:31][C:32]([O-:33])=[O:34].[O:35]=[CH:36][N:37]([CH3:38])[CH3:39].[OH:3][c:4]1[c:5]([CH3:17])[cH:6][c:7]([N:11]2[CH2:12][CH2:13][NH:14][CH2:15][CH2:16]2)[cH:8][c:9]1[CH3:10]>>[OH:3][c:4]1[c:5]([CH3:17])[cH:6][c:7]([N:11]2[CH2:12][CH2:13][N:14]([c:19]3[n:20][cH:21][c:22]([C:25]([F:26])([F:27])[F:28])[cH:23][cH:24]3)[CH2:15][CH2:16]2)[cH:8][c:9]1[CH3:10]. The product is ClC1=CN(C=2C=NNC(C21)=O)COCC[Si](C)(C)C (3-Chloro-1-(2-trimethylsilylethoxymethyl)-1,5-dihydropyrrolo[2,3-d]pyridazin-4-one). The solvent is C(C)(=O)OCC (ethyl acetate), C(C)#N (acetonitrile). Reaction SMILES: [CH3:1][Si:2]([CH3:18])([CH3:17])[CH2:3][CH2:4][O:5][CH2:6][N:7]1[C:11]2[CH:12]=[N:13][NH:14][C:15](=[O:16])[C:10]=2[CH:9]=[CH:8]1.C(=O)([O-])O.[Na+].S([O-])(O)=O.[Na+].[Cl-:29].[Na+]>C(OCC)(=O)C.C(#N)C>[Cl:29][C:9]1[C:10]2[C:15](=[O:16])[NH:14][N:13]=[CH:12][C:11]=2[N:7]([CH2:6][O:5][CH2:4][CH2:3][Si:2]([CH3:18])([CH3:17])[CH3:1])[CH:8]=1 |f:1.2,3.4,5.6|. Procedure: To 150 ml of acetonitrile solution containing 2.99 g (11.3 mmol) of 1-(2-trimethylsilylethoxymethyl)-1,5-dihydropyrrolo[2,3-d]pyridazin-4-one obtained in Reference example 16-(b) was added 1.42 g (10.6 mmol) of N-chlorosuccineimide, the mixture was stirred at room temperature for 3.5 hours, 0.53 g (4.0 mmol) of N-chlorosuccineimide was further added to the mixture and the resulting mixture was stirred for 24 hours. After completion of the reaction, to the reaction mixture were added a saturated ... Isolated yield 65.0%. Run at time 3.5 hour. The reactants are C(O)([O-])=O.[Na+] (sodium hydrogencarbonate), S(=O)(O)[O-].[Na+] (sodium hydrogen sulfite), [Cl-].[Na+] (sodium chloride), C[Si](CCOCN1C=CC2=C1C=NNC2=O)(C)C (1-(2-trimethylsilylethoxymethyl)-1,5-dihydropyrrolo[2,3-d]pyridazin-4-one). The reactants are CCC(=O)Cl, O=C(Cc1ccc(Cl)c(Cl)c1)N1CCNC2CCCC(N3CCCC3)C21, ClCCl. Yields the product CCC(=O)N1CCN(C(=O)Cc2ccc(Cl)c(Cl)c2)C2C(N3CCCC3)CCCC21. As a reaction SMILES: [C:27]([CH2:28][CH3:29])(=[O:30])[Cl:31].[Cl:1][c:2]1[cH:3][c:4]([CH2:9][C:10](=[O:11])[N:12]2[CH2:13][CH2:14][NH:15][CH:16]3[CH2:17][CH2:18][CH2:19][CH:20]([N:22]4[CH2:23][CH2:24][CH2:25][CH2:26]4)[CH:21]23)[cH:5][cH:6][c:7]1[Cl:8].[Cl:32][CH2:33][Cl:34]>>[Cl:1][c:2]1[cH:3][c:4]([CH2:9][C:10](=[O:11])[N:12]2[CH2:13][CH2:14][N:15]([C:27]([CH2:28][CH3:29])=[O:30])[CH:16]3[CH2:17][CH2:18][CH2:19][CH:20]([N:22]4[CH2:23][CH2:24][CH2:25][CH2:26]4)[CH:21]23)[cH:5][cH:6][c:7]1[Cl:8]. The product is CCCCCC(CC(=O)OC)c1cc(Cl)c(O)cc1OC. Reactants: CCOC(C)=O, CCCCCC(CC(=O)OC)c1ccc(O)cc1OC, O=S(=O)(Cl)Cl, c1ccccc1. RXN SMILES: [CH3:32][CH2:33][O:34][C:35](=[O:36])[CH3:37].[OH:6][c:7]1[cH:8][c:9]([O:24][CH3:25])[c:10]([CH:13]([CH2:14][C:15](=[O:16])[O:17][CH3:18])[CH2:19][CH2:20][CH2:21][CH2:22][CH3:23])[cH:11][cH:12]1.[S:1]([Cl:2])(=[O:3])([Cl:4])=[O:5].[cH:26]1[cH:27][cH:28][cH:29][cH:30][cH:31]1>>[Cl:4][c:12]1[c:7]([OH:6])[cH:8][c:9]([O:24][CH3:25])[c:10]([CH:13]([CH2:14][C:15](=[O:16])[O:17][CH3:18])[CH2:19][CH2:20][CH2:21][CH2:22][CH3:23])[cH:11]1.